From a dataset of the Open Reaction Database (ORD), a public repository of structured organic reaction records. describe an organic reaction: reactants, conditions, products, and yield Starting materials: NC1=NC2=C(C=3C=C(C=NC13)CCC1=C(C=C(C=C1)OCCOCCC(F)(F)P(=O)(OCC)OCC)C)C=CC(=C2)CCC(=O)OCC (ethyl 3-(5-amino-2-(4-(2-(3-(diethoxyphosphoryl)-3,3-difluoropropoxy)ethoxy)-2-methylphenethyl)benzo[f][1,7]naphthyridin-8-yl)propanoate), C[Si](C)(C)Br (TMSBr), [OH-].[Na+] (NaOH), C[Si](C)(C)Br (TMSBr). The solvent is C(Cl)Cl (DCM). Conditions: time 8 hour. Yields the product NC1=NC2=C(C=3C=C(C=NC13)CCC1=C(C=C(C=C1)OCCOCCC(P(=O)(O)O)(F)F)C)C=CC(=C2)CCC(=O)O (3-(5-amino-2-(4-(2-(3,3-difluoro-3-phosphonopropoxy)ethoxy)-2-methylphenethyl)benzo[f][1,7]naphthyridin-8-yl)propanoic acid). Reaction SMILES: [NH2:1][C:2]1[C:11]2[N:10]=[CH:9][C:8]([CH2:12][CH2:13][C:14]3[CH:19]=[CH:18][C:17]([O:20][CH2:21][CH2:22][O:23][CH2:24][CH2:25][C:26]([P:29]([O:34]CC)([O:31]CC)=[O:30])([F:28])[F:27])=[CH:16][C:15]=3[CH3:37])=[CH:7][C:6]=2[C:5]2[CH:38]=[CH:39][C:40]([CH2:42][CH2:43][C:44]([O:46]CC)=[O:45])=[CH:41][C:4]=2[N:3]=1.C[Si](Br)(C)C.[OH-].[Na+]>C(Cl)Cl>[NH2:1][C:2]1[C:11]2[N:10]=[CH:9][C:8]([CH2:12][CH2:13][C:14]3[CH:19]=[CH:18][C:17]([O:20][CH2:21][CH2:22][O:23][CH2:24][CH2:25][C:26]([F:27])([F:28])[P:29]([OH:34])([OH:31])=[O:30])=[CH:16][C:15]=3[CH3:37])=[CH:7][C:6]=2[C:5]2[CH:38]=[CH:39][C:40]([CH2:42][CH2:43][C:44]([OH:46])=[O:45])=[CH:41][C:4]=2[N:3]=1 |f:2.3|. Reported procedure: To a solution of ethyl 3-(5-amino-2-(4-(2-(3-(diethoxyphosphoryl)-3,3-difluoropropoxy)ethoxy)-2-methylphenethyl)benzo[f][1,7]naphthyridin-8-yl)propanoate (6-15) (1.0 equiv.) in DCM (0.16 M) at 0° C. was added slowly TMSBr (10 equiv.). The reaction was stirred at room temperature overnight. Additional TMSBr (5.0 equiv.) was added at 0° C., and the reaction was again stirred at room temperature overnight. The solvent was removed by evaporation and the crude orange solids dried on hi-vac briefly. T... The reactants are C(=O)O (formic acid), C(C)(=O)OC(C)=O (acetic anhydride), ClC1=CC=C(C=C1)N1CCN(CC1)S(=O)(=O)CC(CCC=1C=NC=C(C1)Cl)NO (1-(4-chlorophenyl)-4-{[4-(5-chloropyridin-3-yl)-2-(hydroxyamino)butyl]sulfonyl}piperazine). Run in C1CCOC1 (THF). Conditions: time 15 minute. The product is ClC1=CC=C(C=C1)N1CCN(CC1)S(=O)(=O)CC(CCC=1C=NC=C(C1)Cl)N(C=O)O (1-({[4-(4-chlorophenyl)piperazin-1-yl]sulfonyl}methyl)-3-(5-chloropyridin-3-yl)propyl(hydroxy)formamide). Yield: 45.0%. Reaction SMILES: [CH:1]([OH:3])=O.C(OC(=O)C)(=O)C.[Cl:11][C:12]1[CH:17]=[CH:16][C:15]([N:18]2[CH2:23][CH2:22][N:21]([S:24]([CH2:27][CH:28]([NH:38][OH:39])[CH2:29][CH2:30][C:31]3[CH:32]=[N:33][CH:34]=[C:35]([Cl:37])[CH:36]=3)(=[O:26])=[O:25])[CH2:20][CH2:19]2)=[CH:14][CH:13]=1>C1COCC1>[Cl:11][C:12]1[CH:17]=[CH:16][C:15]([N:18]2[CH2:19][CH2:20][N:21]([S:24]([CH2:27][CH:28]([N:38]([OH:39])[CH:1]=[O:3])[CH2:29][CH2:30][C:31]3[CH:32]=[N:33][CH:34]=[C:35]([Cl:37])[CH:36]=3)(=[O:25])=[O:26])[CH2:22][CH2:23]2)=[CH:14][CH:13]=1. Reported procedure: To formic acid (400 μl, 10.8 mmol) at 0° C. was added acetic anhydride (102 μl, 1.1 mmol) and the mixture was then stirred at RT for 15 minutes. The mixture was then re-cooled to 0° C., and a solution of 1-(4-chlorophenyl)-4-{[4-(5-chloropyridin-3-yl)-2-(hydroxyamino)butyl]sulfonyl}piperazine (100 mg, 0.22 mmol) in THF was added dropwise via syringe. After stirring at RT for 1.5 hours, volatiles were removed in vacuo, and the residue was azeotroped with toluene (2 mL). The residue was then disso...